This data is from the Open Reaction Database (ORD), a public repository of structured organic reaction records. The task is: describe an organic reaction: reactants, conditions, products, and yield The reactants are CCOc1cc(B2OC(C)(C)C(C)(C)O2)ccn1, CC(C)(C)[O-], [Na+], CN(C)C=O, O, c1ccc(P(c2ccccc2)(c2ccccc2)[Pd](P(c2ccccc2)(c2ccccc2)c2ccccc2)(P(c2ccccc2)(c2ccccc2)c2ccccc2)P(c2ccccc2)(c2ccccc2)c2ccccc2)cc1. Product: CCOc1ccccn1. As a reaction SMILES: [CH2:1]([CH3:2])[O:3][c:4]1[n:5][cH:6][cH:7][c:8]([B:10]2[O:11][C:12]([CH3:13])([CH3:14])[C:15]([CH3:16])([CH3:17])[O:18]2)[cH:9]1.[CH3:19][C:20]([CH3:21])([O-:22])[CH3:23].[Na+:24].[O:25]=[CH:26][N:27]([CH3:28])[CH3:29].[OH2:30].[cH:31]1[cH:32][cH:33][c:34]([P:35]([Pd:36]([P:37]([c:38]2[cH:39][cH:40][cH:41][cH:42][cH:43]2)([c:44]2[cH:45][cH:46][cH:47][cH:48][cH:49]2)[c:50]2[cH:51][cH:52][cH:53][cH:54][cH:55]2)([P:56]([c:57]2[cH:58][cH:59][cH:60][cH:61][cH:62]2)([c:63]2[cH:64][cH:65][cH:66][cH:67][cH:68]2)[c:69]2[cH:70][cH:71][cH:72][cH:73][cH:74]2)[P:75]([c:76]2[cH:77][cH:78][cH:79][cH:80][cH:81]2)([c:82]2[cH:83][cH:84][cH:85][cH:86][cH:87]2)[c:88]2[cH:89][cH:90][cH:91][cH:92][cH:93]2)([c:94]2[cH:95][cH:96][cH:97][cH:98][cH:99]2)[c:100]2[cH:101][cH:102][cH:103][cH:104][cH:105]2)[cH:106][cH:107]1>>[CH2:1]([CH3:2])[O:3][c:4]1[n:5][cH:6][cH:7][cH:8][cH:9]1. Product: CCOC(=O)N1CC(=O)c2ccsc2CC1CC. As a reaction SMILES: [Al+3:32].[CH2:1]([CH3:2])[O:3][C:4](=[O:5])[N:6]([CH:7]([CH2:8][CH3:9])[CH2:10][c:11]1[s:12][cH:13][cH:14][cH:15]1)[CH2:16][C:17](=[O:18])[OH:19].[Cl-:31].[Cl-:33].[Cl-:34].[Cl:25][C:26]([C:27]([Cl:28])=[O:29])=[O:30].[Cl:35][CH2:36][Cl:37].[O:20]=[CH:21][N:22]([CH3:23])[CH3:24]>>[CH2:1]([CH3:2])[O:3][C:4](=[O:5])[N:6]1[CH:7]([CH2:8][CH3:9])[CH2:10][c:11]2[s:12][cH:13][cH:14][c:15]2[C:17](=[O:19])[CH2:16]1. The reactants are [Al+3], CCOC(=O)N(CC(=O)O)C(CC)Cc1cccs1, [Cl-], [Cl-], [Cl-], O=C(Cl)C(=O)Cl, ClCCl, CN(C)C=O.